This data is from the Open Reaction Database (ORD), a public repository of structured organic reaction records. The task is: describe an organic reaction: reactants, conditions, products, and yield Starting materials: NC1=C(C(=O)N)C=C(C=N1)Cl (2-amino-5-chloronicotinamide), CN(C=O)C (N,N-dimethylformamide), BrCC1=C(C=CC(=C1)S(=O)(=O)C)Cl (2-(bromomethyl)-1-chloro-4-(methylsulfonyl)benzene), Cl.CO (hydrochloric acid methanol). The solvent is CO (methanol). Run at temperature 100 celsius, time 4 hour. The product is Cl.ClC=1C=C(C(N(C1)CC1=C(C=CC(=C1)S(=O)(=O)C)Cl)=N)C(=O)N (5-chloro-1-[2-chloro-5-(methylsulfonyl)benzyl]-2-imino-1,2-dihydropyridine-3-carboxamide hydrochloride). The yield is 2.8%. RXN SMILES: [NH2:1][C:2]1[N:10]=[CH:9][C:8]([Cl:11])=[CH:7][C:3]=1[C:4]([NH2:6])=[O:5].CN(C)C=O.Br[CH2:18][C:19]1[CH:24]=[C:23]([S:25]([CH3:28])(=[O:27])=[O:26])[CH:22]=[CH:21][C:20]=1[Cl:29].Cl.CO>CO>[ClH:11].[Cl:11][C:8]1[CH:7]=[C:3]([C:4]([NH2:6])=[O:5])[C:2](=[NH:1])[N:10]([CH2:18][C:19]2[CH:24]=[C:23]([S:25]([CH3:28])(=[O:26])=[O:27])[CH:22]=[CH:21][C:20]=2[Cl:29])[CH:9]=1 |f:3.4,6.7|. Reported procedure: To a solution of 2-amino-5-chloronicotinamide (0.15 g) in 35 N,N-dimethylformamide (3 ml) was added 2-(bromomethyl)-1-chloro-4-(methylsulfonyl)benzene (0.30 g), and the mixture was stirred at 100° C. for 4 hr. The reaction mixture was quenched with aqueous sodium hydrogen carbonate solution and extracted with ethyl acetate. The extract was washed with saturated brine and dried over anhydrous magnesium sulfate. The solvent was evaporated under reduced pressure, and the obtained residue was treate... The reactants are CC(=O)C (acetone), C(CO)O (ethylene glycol), C(C)O.C(C)(=O)[O-].[Zn+2].C(C)(=O)[O-] (zinc acetate ethanol). The solvent is C(C)O (ethanol). Yields the product C(C)(=O)[O-].[Zn+2].C(C)(=O)[O-] (zinc acetate). Reaction SMILES: CC(C)=O.C(O)CO.C(O)C.[C:12]([O-:15])(=[O:14])[CH3:13].[Zn+2:16].[C:17]([O-:20])(=[O:19])[CH3:18]>C(O)C>[C:12]([O-:15])(=[O:14])[CH3:13].[Zn+2:16].[C:17]([O-:20])(=[O:19])[CH3:18] |f:2.3.4.5,7.8.9|. Reported procedure: Prior to the synthesis of ZnO nanorods, substrates made of glass are cleaned with acetone, ethylene glycol, and ethanol by ultrasonication sequentially. The substrates are then wetted with a small quantity (e.g. a drop) of zinc acetate ethanol solution (5.0 mM) and dried under a flow of nitrogen. This step is repeated for three to five times in order to provide layer of sufficient zinc acetate uniformly covering the substrates. The substrates are then heated at 350° C. in air for about 20 mins. ... The reactants are COCCOC1=CC=C(C=C1)S(=O)(=O)Cl (4-(2-methoxy-ethoxy)-benzenesulfonyl chloride), 30a, NC1=NC=CC2=C1C=C(S2)CC(C(=O)N2CCC(CC2)C)NS(=O)(=O)C2=CC=C(C=C2)OC2CCOCC2 (N-[1-(4-Amino-thieno[3,2-c]pyridin-2-ylmethyl)-2-(4-methyl-piperidin-1-yl)-2-oxo-ethyl]-4-(tetrahydropyran-4-yloxy)-benzenesulfonamide). Yields the product NC1=NC=CC2=C1C=C(S2)CC(C(=O)N2CCC(CC2)C)NS(=O)(=O)C2=CC=C(C=C2)OCCOC (N-[1-(4-Amino-thieno[3,2-c]pyridin-2-ylmethyl)-2-(4-methyl-piperidin-1-yl)-2-oxo-ethyl]-4-(2-methoxy-ethoxy)-benzenesulfonamide). Reaction SMILES: [CH3:1][O:2][CH2:3][CH2:4][O:5][C:6]1[CH:11]=[CH:10][C:9]([S:12](Cl)(=[O:14])=[O:13])=[CH:8][CH:7]=1.[NH2:16][C:17]1[C:22]2[CH:23]=[C:24]([CH2:26][CH:27]([NH:37]S(C3C=CC(OC4CCOCC4)=CC=3)(=O)=O)[C:28]([N:30]3[CH2:35][CH2:34][CH:33]([CH3:36])[CH2:32][CH2:31]3)=[O:29])[S:25][C:21]=2[CH:20]=[CH:19][N:18]=1>>[NH2:16][C:17]1[C:22]2[CH:23]=[C:24]([CH2:26][CH:27]([NH:37][S:12]([C:9]3[CH:10]=[CH:11][C:6]([O:5][CH2:4][CH2:3][O:2][CH3:1])=[CH:7][CH:8]=3)(=[O:14])=[O:13])[C:28]([N:30]3[CH2:31][CH2:32][CH:33]([CH3:36])[CH2:34][CH2:35]3)=[O:29])[S:25][C:21]=2[CH:20]=[CH:19][N:18]=1. Reported procedure: This compound was prepared from 0.6 mmol 4-(2-methoxy-ethoxy)-benzenesulfonyl chloride and 210 mg (0.5 mmol) of 30a using the procedure described for 58c . Yield: 30 mg (white crystals), m.p. 210° C. (decomp.), EI-MS: 532 (M+). The reactants are [OH-].[K+] (potassium hydroxide), N1C=CC2=CC=CC=C12 (indole), BrCCCBr (1,3-dibromopropane), CN(C=O)C (N,N-dimethylformamide). Solvent: O (water). Reaction conditions: temperature 70 celsius, time 8 hour. Yields the product BrCCCN1C=CC2=CC=CC=C12 (N-(3-bromopropyl)-indole). Yield: 67.0%. RXN SMILES: [OH-].[K+].[NH:3]1[C:11]2[C:6](=[CH:7][CH:8]=[CH:9][CH:10]=2)[CH:5]=[CH:4]1.[Br:12][CH2:13][CH2:14][CH2:15]Br.CN(C)C=O>O>[Br:12][CH2:13][CH2:14][CH2:15][N:3]1[C:11]2[C:6](=[CH:7][CH:8]=[CH:9][CH:10]=2)[CH:5]=[CH:4]1 |f:0.1|. Procedure: 9.58 g of potassium hydroxide (KOH) and 20.00 g of indole were added to 110.58 g of 1,3-dibromopropane and 450 mL of N,N-dimethylformamide (DMF), and the mixture was stirred at 70° C. for 8 hours. After cooling to room temperature, 1 L of distilled water was added to the reaction solution, and the resulting solution was extracted with 1 L of ethyl acetate. The organic layer was washed with 500 mL of distilled water five times, then concentrated and purified by column chromatography to obtain 27.... Starting materials: COC1=CC=C(C[C@H](C(=O)O)CC[C@@H](C(=O)O)CC2=CC=C(C=C2)OC)C=C1 ((2R,5R)-2,5-bis(4-methoxybenzyl)hexanedioic acid), Br (HBr). Solvent: C(C)(=O)O (acetic acid). Reaction conditions: temperature 120 celsius, time 2 day. Product: OC1=CC=C(C[C@H](C(=O)O)CC[C@@H](C(=O)O)CC2=CC=C(C=C2)O)C=C1 ((2R,5R)-2,5-bis(4-hydroxybenzyl)hexanedioic acid). Isolated yield 32.3%. RXN SMILES: C[O:2][C:3]1[CH:28]=[CH:27][C:6]([CH2:7][C@@H:8]([CH2:12][CH2:13][C@H:14]([CH2:18][C:19]2[CH:24]=[CH:23][C:22]([O:25]C)=[CH:21][CH:20]=2)[C:15]([OH:17])=[O:16])[C:9]([OH:11])=[O:10])=[CH:5][CH:4]=1.Br>C(O)(=O)C>[OH:2][C:3]1[CH:28]=[CH:27][C:6]([CH2:7][C@@H:8]([CH2:12][CH2:13][C@H:14]([CH2:18][C:19]2[CH:20]=[CH:21][C:22]([OH:25])=[CH:23][CH:24]=2)[C:15]([OH:17])=[O:16])[C:9]([OH:11])=[O:10])=[CH:5][CH:4]=1. Procedure details: To a round bottom flask was added (2R,5R)-2,5-bis(4-methoxybenzyl)hexanedioic acid (10 mg, 0.026 mmol) and 30% HBr in acetic acid (0.5 mL). The reaction was stirred at 120° C. for 2 days. The solvent was removed and the residue was purified by RP prep-HPLC. The fraction was concentrated to give (2R,5R)-2,5-bis(4-hydroxybenzyl)hexanedioic acid (3.0 mg, 8.4 μmol, 32% yield) as an off-white solid. Anal. Calcd. for C20H22O6 m/z 358.3. found: 357.3 (M−H)+.